Dataset: the Open Reaction Database (ORD), a public repository of structured organic reaction records. Task: describe an organic reaction: reactants, conditions, products, and yield Starting materials: CC(C)(C)OC(=O)N1CC2(CC2)CC1C(=O)O, CC(=O)c1ccc(N)cc1. The reagents and catalysts are CC(C)COC1C=CC2=CC=CC=C2N1C(=O)OCC(C)C (IIDQ), CCN(C(C)C)C(C)C (DIPEA). The solvent is CN(C)C=O (DMF), CN(C)C=O (DMF), CN(C)C=O (DMF), CN(C)C=O (DMF), CN(C)C=O (DMF), CN(C)C=O (DMF). Run at temperature 25 celsius, time 2 hour. Product: CC(=O)c1ccc(NC(=O)C2CC3(CC3)CN2C(=O)OC(C)(C)C)cc1. The yield is 3.5%. Reaction SMILES: CC(=O)c1ccc(N)cc1.CC(C)(C)OC(=O)N1CC2(CC2)CC1C(=O)O.CC(C)COC1C=CC2=CC=CC=C2N1C(=O)OCC(C)C.CCN(C(C)C)C(C)C.CN(C)C=O>>CC(=O)c1ccc(NC(=O)C2CC3(CC3)CN2C(=O)OC(C)(C)C)cc1. Starting materials: O=C([O-])[O-], Clc1nnc(Cc2ccncc2)c2ccccc12, ClCCl, [K+], [K+], N#Cc1ccc(N)cc1. The product is N#Cc1ccc(Nc2nnc(Cc3ccncc3)c3ccccc23)cc1. Reaction SMILES: [C:28](=[O:29])([O-:30])[O-:31].[Cl:1][c:2]1[n:3][n:4][c:5]([CH2:12][c:13]2[cH:14][cH:15][n:16][cH:17][cH:18]2)[c:6]2[cH:7][cH:8][cH:9][cH:10][c:11]12.[Cl:34][CH2:35][Cl:36].[K+:32].[K+:33].[NH2:19][c:20]1[cH:21][cH:22][c:23]([C:24]#[N:25])[cH:26][cH:27]1>>[c:2]1([NH:19][c:20]2[cH:21][cH:22][c:23]([C:24]#[N:25])[cH:26][cH:27]2)[n:3][n:4][c:5]([CH2:12][c:13]2[cH:14][cH:15][n:16][cH:17][cH:18]2)[c:6]2[cH:7][cH:8][cH:9][cH:10][c:11]12. Reactants: solid, BrC=1C=CC2=C(N(C=N2)C2=CC=C(C=C2)S(=O)(=O)C)C1 (6-bromo-1-(4-methylsulfonyl-phenyl)-1H-benzo[d]imidazole), BrC=1C=CC2=C(N(C=N2)C2=CC=C(C=C2)S(=O)(=O)C)C1 (6-bromo-1-(4-methylsulfonyl-phenyl)-1H-benzo[d]imidazole), FC1=CC=C(C=C1)N1N=CC=C1B(O)O (1-(4-fluoro-phenyl)-1H-pyrazol-5-ylboronic acid), FC1=CC=C(C=C1)N1N=CC=C1B(O)O (1-(4-fluoro-phenyl)-1H-pyrazol-5-ylboronic acid). Yields the product FC1=CC=C(C=C1)N1N=CC=C1C=1C=CC2=C(N(C=N2)C2=CC=C(C=C2)S(=O)(=O)C)C1 (6-[2-(4-Fluoro-phenyl)-2H-pyrazol-3-yl]-1-(4-methanesulfonyl-phenyl)-1H-benzoimidazole). Reaction SMILES: Br[C:2]1[CH:3]=[CH:4][C:5]2[N:9]=[CH:8][N:7]([C:10]3[CH:15]=[CH:14][C:13]([S:16]([CH3:19])(=[O:18])=[O:17])=[CH:12][CH:11]=3)[C:6]=2[CH:20]=1.[F:21][C:22]1[CH:27]=[CH:26][C:25]([N:28]2[C:32](B(O)O)=[CH:31][CH:30]=[N:29]2)=[CH:24][CH:23]=1>>[F:21][C:22]1[CH:23]=[CH:24][C:25]([N:28]2[C:32]([C:2]3[CH:3]=[CH:4][C:5]4[N:9]=[CH:8][N:7]([C:10]5[CH:15]=[CH:14][C:13]([S:16]([CH3:19])(=[O:18])=[O:17])=[CH:12][CH:11]=5)[C:6]=4[CH:20]=3)=[CH:31][CH:30]=[N:29]2)=[CH:26][CH:27]=1. Procedure details: The title compound, white solid (12 mg, 14%), MS (ISP) m/z=433.4 [(M+H)+], mp 247° C., was prepared in accordance with the general method of example 1 from 6-bromo-1-(4-methylsulfonyl-phenyl)-1H-benzo[d]imidazole (intermediate O) (70 mg, 199 μmol) and 1-(4-fluoro-phenyl)-1H-pyrazol-5-ylboronic acid (intermediate A) (49.2 mg, 239 μmol). Starting materials: Cl (hydrochloric acid), C(C)(C)[Si](OCC[C@H](C[C@H]1C(=N[C@@H](C(=N1)OC)C(C)C)OC)C)(C(C)C)C(C)C (3,6-dihydro-3(S)-[4-triisoproylsilyloxy-2(S)-methylbutyl]-6(R)-isopropyl-2,5-dimethoxypyrazine), [OH-].[Na+] (sodium hydroxide). The solvent is O1CCCC1 (tetrahydrofuran). Reaction conditions: time 40 minute. Yields the product N[C@H](C(=O)OC)C[C@@H](CCO[Si](C(C)C)(C(C)C)C(C)C)C (Methyl 2(S)-amino-4(S)-methyl-6-triisopropylsilyloxyhexanoate). RXN SMILES: Cl.[CH:2]([Si:5]([CH:28]([CH3:30])[CH3:29])([CH:25]([CH3:27])[CH3:26])[O:6][CH2:7][CH2:8][C@@H:9]([CH3:24])[CH2:10][C@@H:11]1[N:16]=C(OC)[C@@H](C(C)C)N=[C:12]1[O:22][CH3:23])([CH3:4])[CH3:3].[OH-:31].[Na+]>O1CCCC1>[NH2:16][C@@H:11]([CH2:10][C@H:9]([CH3:24])[CH2:8][CH2:7][O:6][Si:5]([CH:28]([CH3:30])[CH3:29])([CH:25]([CH3:27])[CH3:26])[CH:2]([CH3:4])[CH3:3])[C:12]([O:22][CH3:23])=[O:31] |f:2.3|. Reported procedure: 100 ml of 0.5N hydrochloric acid are added to a solution of 10.0 g of 3,6-dihydro-3(S)-[4-triisoproylsilyloxy-2(S)-methylbutyl]-6(R)-isopropyl-2,5-dimethoxypyrazine in 100 ml of tetrahydrofuran and the mixture is stirred at room temperature for 40 min. The reaction mixture is brought to pH 9 by addition of 1N sodium hydroxide solution and then extracted with methylene chloride. The combined organic phase is filtered through cotton wool and concentrated. The crude product is purified by FC over 9... Starting materials: [H-].[Al+3].[Li+].[H-].[H-].[H-] (lithium aluminum hydride), [OH-].[Na+] (sodium hydroxide), C(CC=1C(C(=O)O)=CC=CC1)(=O)O (homophthalic acid), O (water). Solvent: O1CCCC1 (tetrahydrofuran), O1CCCC1 (tetrahydrofuran). Product: OCC1=C(C=CC=C1)CCO (2-(2-hydroxymethyl-phenyl)-ethanol). Yield: 98293.7%. RXN SMILES: [C:1](O)(=[O:12])[CH2:2][C:3]1[C:4](=[CH:8][CH:9]=[CH:10][CH:11]=1)[C:5](O)=[O:6].[H-].[Al+3].[Li+].[H-].[H-].[H-].O.[OH-].[Na+]>O1CCCC1>[OH:6][CH2:5][C:4]1[CH:8]=[CH:9][CH:10]=[CH:11][C:3]=1[CH2:2][CH2:1][OH:12] |f:1.2.3.4.5.6,8.9|. Reported procedure: Dissolve homophthalic acid (22.2 g, 0.123 mmol) in tetrahydrofuran (250 mL) and add dropwise at room temperature to a slurry of lithium aluminum hydride (15.5 g, 0.407 mol) in tetrahydrofuran (500 mL). Heat at reflux for 18 hours, cool in an ice bath and carefully add, by dropwise addition, water (16 mL), followed by 50% sodium hydroxide (16 mL). Remove the ice bath, add water slowly with stirring and stir until the gray precipitate turns white and evolution of gas ceases. Filter, wash solids wi...